From a dataset of the Open Reaction Database (ORD), a public repository of structured organic reaction records. describe an organic reaction: reactants, conditions, products, and yield Starting materials: N1=CC=CC=C1 (pyridine), Cl.C1=NC=CC=2C(=CC=CC12)S(=O)(=O)Cl (5-isoquinolinesulfonyl chloride hydrochloride), CN(C)C1=NC=CC=C1 (dimethylaminopyridine), O (water). Procedure details: 4.52 g of the crystals obtained in Reference Example 41 was dissolved in 50 ml of pyridine, to the solution were added 5.8 g of 5-isoquinolinesulfonyl chloride hydrochloride and 3 g of dimethylaminopyridine, and the mixture was stirred for 18 hours at a room temperature, after adding 150 ml of water, extracted twice with 80 ml of chloroform. The extract was dried over magnesium sulfate and concentrated under a reduced pressure, and resulting residue was applied to a silica gel column and eluted ... Run at time 18 hour. As a reaction SMILES: [ClH:1].[CH:2]1[C:11]2[CH:10]=[CH:9][CH:8]=[C:7]([S:12](Cl)(=[O:14])=[O:13])[C:6]=2[CH:5]=[CH:4][N:3]=1.C[N:17]([C:19]1[CH:24]=[CH:23][CH:22]=[CH:21][N:20]=1)C.O.[N:26]1[CH:31]=[CH:30][CH:29]=[CH:28][CH:27]=1>>[Cl:1][C:5]1[CH:6]=[CH:11][C:28]([CH:29]=[CH:30][CH2:31][NH:26][C:24]2[C:19]([NH:17][S:12]([C:7]3[C:6]4[CH:5]=[CH:4][N:3]=[CH:2][C:11]=4[CH:10]=[CH:9][CH:8]=3)(=[O:14])=[O:13])=[N:20][CH:21]=[CH:22][CH:23]=2)=[CH:27][CH:4]=1 |f:0.1|. Yields the product ClC1=CC=C(C=CCNC=2C(=NC=CC2)NS(=O)(=O)C=2C=3C=CN=CC3C=CC2)C=C1 (3-(4-Chlorocinnamylamino)-2-(5-Isoquinolinesulfonylamino)Pyridine). The reactants are CCN(CC)S(F)(F)F, ClCCl, COC1CN(C(=O)OCc2ccccc2)CC1O. Product: COC1CN(C(=O)OCc2ccccc2)CC1F. RXN SMILES: [CH2:19]([N:20]([S:21]([F:22])([F:23])[F:25])[CH2:24][CH3:26])[CH3:27].[Cl:28][CH2:29][Cl:30].[OH:1][CH:2]1[CH2:3][N:4]([C:9](=[O:10])[O:11][CH2:12][c:13]2[cH:14][cH:15][cH:16][cH:17][cH:18]2)[CH2:5][CH:6]1[O:7][CH3:8]>>[CH:2]1([F:25])[CH2:3][N:4]([C:9](=[O:10])[O:11][CH2:12][c:13]2[cH:14][cH:15][cH:16][cH:17][cH:18]2)[CH2:5][CH:6]1[O:7][CH3:8]. The reactants are COC1=CC2=C(CC3CCCCC2(C3N)C)C=C1 (6,7,8,9,10,11-hexahydro-3-methoxy-5-methyl-5,10-methano-5H-benzocyclononen-12-amine), C(C)C12CCCCC(CC3=C1C=C(C=C3)OC)C2=O (5-ethyl-6,7,8,9,10,11-hexahydro-3-methoxy-5,10-methano-5H-benzocyclononen-12-one), oxime. Product: C(C)C12CCCCC(CC3=C1C=C(C=C3)OC)C2=N (5-Ethyl-6,7,8,9,10,11-Hexahydro-3-Methoxy-5,10-Methano-5H-Benzocyclononen-12-Imine). Reaction SMILES: [CH3:1][O:2][C:3]1[CH:18]=[CH:17][C:6]2[CH2:7][CH:8]3[CH:14]([NH2:15])[C:13]([CH3:16])([C:5]=2[CH:4]=1)[CH2:12][CH2:11][CH2:10][CH2:9]3.[CH2:19](C12C(=O)C(CC3C=CC(OC)=CC=31)CCCC2)C>>[CH2:16]([C:13]12[C:14](=[NH:15])[CH:8]([CH2:7][C:6]3[CH:17]=[CH:18][C:3]([O:2][CH3:1])=[CH:4][C:5]=31)[CH2:9][CH2:10][CH2:11][CH2:12]2)[CH3:19]. Procedure: Using a procedure analogous to that described in Example XXVIIA for the preparation of 6,7,8,9,10,11-hexahydro-3-methoxy-5-methyl-5,10-methano-5H-benzocyclononen-12-amine there is obtained from 3.5 g. of 5-ethyl-6,7,8,9,10,11-hexahydro-3-methoxy-5,10-methano-5H-benzocyclononen-12-one, oxime 1.6 g. of the title product, b.p. 150°-160° C. (0.5 mm.). The reactants are ClC=1C=C(CNC(=NC(=O)C=2C(=NOC2C)C2=CC=C(C=C2)OC)N)C=C(C1)O (N-((3-chloro-5-hydroxybenzylamino)(amino)methylene)-5-methyl-3-(4-methoxyphenyl)isoxazole-4-carboxamide), BrCCCl (1-bromo-2-chloroethane), C([O-])([O-])=O.[Cs+].[Cs+] (cesium carbonate), [I-].[K+] (potassium iodide), glass. The solvent is C1CCOC1 (THF). Run at time 8 hour. Yields the product ClC=1C=C(CN\C(=N\C(=O)C=2C(=NOC2C)C2=CC=C(C=C2)OC)\N)C=C(C1)OCCCl ((E)-N-((3-chloro-5-(2-chloroethoxy)benzylamino)(amino)methylene)-3-(4-methoxyphenyl)-5-methylisoxazole-4-carboxamide). The yield is 23.0%. RXN SMILES: [Cl:1][C:2]1[CH:3]=[C:4]([CH:26]=[C:27]([OH:29])[CH:28]=1)[CH2:5][NH:6][C:7]([NH2:25])=[N:8][C:9]([C:11]1[C:12]([C:17]2[CH:22]=[CH:21][C:20]([O:23][CH3:24])=[CH:19][CH:18]=2)=[N:13][O:14][C:15]=1[CH3:16])=[O:10].Br[CH2:31][CH2:32][Cl:33].C(=O)([O-])[O-].[Cs+].[Cs+].[I-].[K+]>C1COCC1>[Cl:1][C:2]1[CH:3]=[C:4]([CH:26]=[C:27]([O:29][CH2:31][CH2:32][Cl:33])[CH:28]=1)[CH2:5][NH:6]/[C:7](/[NH2:25])=[N:8]/[C:9]([C:11]1[C:12]([C:17]2[CH:18]=[CH:19][C:20]([O:23][CH3:24])=[CH:21][CH:22]=2)=[N:13][O:14][C:15]=1[CH3:16])=[O:10] |f:2.3.4,5.6|. Reported procedure: The compound of Example 23 (8.3 mg, 0.020 mmol), 1-bromo-2-chloroethane (14 mg, 0.1 mmol), cesium carbonate (13 mg, 0.04 mmol) and potassium iodide (4 mg, 0.024 mmol) were mixed in 1 mL of THF in an 8-mL glass vial. The vial was capped and shaken at RT overnight. The reaction mixture was filtered through Acrodisc Syringe Filter (0.45 μm). Solvent was evaporated in vacuo. The residue was purified by preparative HPLC to give 2.2 mg of the title compound. LC/MS (method A) RT 2.61, MH+ 477. 1H NMR (... The reactants are C1=CC=C(C=C1)[C@H](C(=O)O)N (D-phenylglycine), S(=O)(Cl)Cl (thionyl chloride), CO (methanol). The product is COC(=O)[C@H](C1=CC=CC=C1)N.Cl (D-Phenylglycine methyl ester hydrochloride). Isolated yield 100.0%. Reaction SMILES: [CH:1]1[CH:6]=[CH:5][C:4]([C@@H:7]([NH2:11])[C:8]([OH:10])=[O:9])=[CH:3][CH:2]=1.S(Cl)([Cl:14])=O.[CH3:16]O>>[CH3:16][O:9][C:8]([C@@H:7]([NH2:11])[C:4]1[CH:3]=[CH:2][CH:1]=[CH:6][CH:5]=1)=[O:10].[ClH:14] |f:3.4|. Reported procedure: To a stirred solution of D-phenylglycine (11) (20 g, 132 mmol) in methanol (100 ml) at -10° C. was added thionyl chloride (10.62 ml, 146 mmol) and the solution was refluxed for 2 hours. After concentration in vacuo the product was recrystallised from methanol-diethyl ether mixture to give the title compound (12) (26.6 g, 100%); δH (D2O; 200 MHz) 2.95-3.18 (2H, m, CH2CH), 3.62 (3H, s, CH3), 4.21 (1H, dd, J=6.1 and 7.4, CH2CH), 4.59 (2H, s, NH2), 7.06-7.27 (5H, m, ArCH). Reactants: COC(OC)=O (dimethylcarbonate), [H-].[Na+] (sodium hydride), S1(CCCC(C2=C1C=CC=C2)=O)(=O)=O (3,4-dihydro-1-benzothiepin-5(2H)-one 1,1-dioxide). Solvent: O1CCCC1 (tetrahydrofuran), O1CCCC1 (tetrahydrofuran), O1CCCC1 (tetrahydrofuran). Reaction conditions: time 2 hour. The product is O=C1C(CCS(C2=C1C=CC=C2)(=O)=O)C(=O)OC (Methyl 2,3,4,5-Tetrahydro-5-oxo-1-benzothiepin-4-carboxylate 1,1-Dioxide). The yield is 134.2%. As a reaction SMILES: [H-].[Na+].[S:3]1(=[O:16])(=[O:15])[C:9]2[CH:10]=[CH:11][CH:12]=[CH:13][C:8]=2[C:7](=[O:14])[CH2:6][CH2:5][CH2:4]1.[CH3:17][O:18][C:19](=O)[O:20]C>O1CCCC1>[O:14]=[C:7]1[C:8]2[CH:13]=[CH:12][CH:11]=[CH:10][C:9]=2[S:3](=[O:15])(=[O:16])[CH2:4][CH2:5][CH:6]1[C:19]([O:18][CH3:17])=[O:20] |f:0.1|. Procedure: To a slurry of 0.3 mol of sodium hydride in 200 ml of tetrahydrofuran was added a solution of 21 g (0.1 mol) of 3,4-dihydro-1-benzothiepin-5(2H)-one 1,1-dioxide in 800 ml of tetrahydrofuran. The mixture was stirred at room temperature for 2 hours and a solution of 27 g (0.3 mol) of dimethylcarbonate in 50 ml of tetrahydrofuran was added. It was refluxed under a nitrogen atmosphere for 20 hours, part of the tetrahydrofuran was removed by distillation, the residue was carefully poured into ice wat...